The task is: describe an organic reaction: reactants, conditions, products, and yield. This data is from the Open Reaction Database (ORD), a public repository of structured organic reaction records. Starting materials: ClC=1C=C(C=CC1)C(=O)NC1CC2=CC=C(C=C2C1)[N+](=O)[O-] (2-((3-chlorophenyl)carbonyl)amino-5-nitroindane), ·THF, C1CCOC1 (THF). Reaction conditions: temperature 0 celsius. Yields the product CC(C)O.Cl (IPA HCl), ClC=1C=C(C=CC1)CNC1CC2=CC(=CC=C2C1)[N+](=O)[O-] (2-((3-chlorophenyl)methyl)amino-6-nitroindane). Reaction SMILES: [Cl:1][C:2]1[CH:3]=[C:4]([C:8]([NH:10][CH:11]2[CH2:19][C:18]3[C:13](=[CH:14][CH:15]=[C:16]([N+:20]([O-:22])=[O:21])[CH:17]=3)[CH2:12]2)=[O:9])[CH:5]=[CH:6][CH:7]=1.[CH2:23]1COCC1>>[CH3:23][CH:8]([OH:9])[CH3:4].[ClH:1].[Cl:1][C:2]1[CH:3]=[C:4]([CH2:8][NH:10][CH:11]2[CH2:12][C:13]3[C:18](=[CH:17][C:16]([N+:20]([O-:22])=[O:21])=[CH:15][CH:14]=3)[CH2:19]2)[CH:5]=[CH:6][CH:7]=1 |f:2.3|. Procedure: To 2-((3-chlorophenyl)carbonyl)amino-5-nitroindane (2.2 g, 7.0 mmol) in THF (75 ml) was added BH3 ·THF (1.0 M, 35 ml, 35 mmol) dropwise. The mixture was refluxed for 12 hr, cooled to 0° C., quenched with 4N HCl (60 ml), and refluxed for 1 hr. The resulting solution was evaporated to an oil, made basic with 50% NaOH, and extracted with methylene chloride (3×20 ml). The combined extracts were washed with water, dried over MgSO4, filtered and concentrated to an oil. Treatment with IPA/HCl yielded 2... Starting materials: NC=1SC(=C(N1)CC)C(CC)=O (1-(2-Amino-4-ethylthiazol-5-yl)propan-1-one), BrBr (bromine). The solvent is C(C)(=O)O (acetic acid). Run at time 3 hour. Yields the product NC=1SC(=C(N1)CC)C(C(C)Br)=O (1-(2-Amino-4-ethylthiazol-5-yl)-2-bromopropan-1-one). Yield: 112.7%. RXN SMILES: [NH2:1][C:2]1[S:3][C:4]([C:9](=[O:12])[CH2:10][CH3:11])=[C:5]([CH2:7][CH3:8])[N:6]=1.[Br:13]Br>C(O)(=O)C>[NH2:1][C:2]1[S:3][C:4]([C:9](=[O:12])[CH:10]([Br:13])[CH3:11])=[C:5]([CH2:7][CH3:8])[N:6]=1. Procedure: Compound 14z (0.53 g, 1.99 mmol; HBr form) in acetic acid (2 mL) was treated dropwise with bromine (103 μL, 1.99 mmol), and the reaction mixture was stirred at room temperature for 3 h. The white precipitate was collected by filtration and washed with cold acetone to yield 15z as a white powder (0.59 g, 86%). Mp decomposition at 122° C. 1H NMR (600 MHz, DMSO-d6): δ 4.99 (q, J=6 Hz, 1H), 2.88 (q, J=6 Hz, 2H), 1.69 (d, J=6 Hz, 3H), 1.16 (t, J=6 Hz, 3H). 13C NMR (150 MHz, DMSO-d6): δ 185.5, 170.7, ... Starting materials: C1CCOC1, CN, Cc1ccccc1, O=Cc1cc2c(N3CCOCC3)nc(Cl)nc2s1, O. Yields the product CNCc1cc2c(N3CCOCC3)nc(Cl)nc2s1. Reaction SMILES: [CH2:28]1[O:29][CH2:30][CH2:31][CH2:32]1.[CH3:19][NH2:20].[CH3:21][c:22]1[cH:23][cH:24][cH:25][cH:26][cH:27]1.[Cl:1][c:2]1[n:3][c:4]([N:13]2[CH2:14][CH2:15][O:16][CH2:17][CH2:18]2)[c:5]2[c:6]([n:7]1)[s:8][c:9]([CH:11]=[O:12])[cH:10]2.[OH2:33]>>[Cl:1][c:2]1[n:3][c:4]([N:13]2[CH2:14][CH2:15][O:16][CH2:17][CH2:18]2)[c:5]2[c:6]([n:7]1)[s:8][c:9]([CH2:11][NH:20][CH3:19])[cH:10]2. Yields the product O=C1Nc2ccc(Cl)cc2C(c2cnc3[nH]c(=O)[nH]c3c2)=NC1CCc1ccccc1Cl. As a reaction SMILES: [Al+3:43].[CH3:46][CH2:47][O:48][C:49]([CH3:50])=[O:51].[CH3:52][O:53][c:54]1[cH:55][cH:56][cH:57][cH:58][cH:59]1.[Cl-:42].[Cl-:44].[Cl-:45].[Cl:1][c:2]1[cH:3][c:4]2[c:5]([cH:40][cH:41]1)[N:6]([CH2:31][c:32]1[cH:33][cH:34][c:35]([O:36][CH3:37])[cH:38][cH:39]1)[C:7](=[O:30])[CH:8]([CH2:21][CH2:22][c:23]1[c:24]([Cl:29])[cH:25][cH:26][cH:27][cH:28]1)[N:9]=[C:10]2[c:11]1[cH:12][c:13]2[c:14]([n:15][cH:16]1)[nH:17][c:18](=[O:20])[nH:19]2>>[Cl:1][c:2]1[cH:3][c:4]2[c:5]([cH:40][cH:41]1)[NH:6][C:7](=[O:30])[CH:8]([CH2:21][CH2:22][c:23]1[c:24]([Cl:29])[cH:25][cH:26][cH:27][cH:28]1)[N:9]=[C:10]2[c:11]1[cH:12][c:13]2[c:14]([n:15][cH:16]1)[nH:17][c:18](=[O:20])[nH:19]2. Starting materials: [Al+3], CCOC(C)=O, COc1ccccc1, [Cl-], [Cl-], [Cl-], COc1ccc(CN2C(=O)C(CCc3ccccc3Cl)N=C(c3cnc4[nH]c(=O)[nH]c4c3)c3cc(Cl)ccc32)cc1. The reactants are CO, COC(=O)c1cncc(C(=O)OC)c1, [K+], [OH-]. Product: COC(=O)c1cncc(C(=O)[O-])c1, [K+]. Reaction SMILES: [CH3:17][OH:18].[CH3:3][O:4][C:5](=[O:6])[c:7]1[cH:8][n:9][cH:10][c:11]([C:13](=[O:14])[O:15][CH3:16])[cH:12]1.[K+:2].[OH-:1]>>[CH3:3][O:4][C:5](=[O:6])[c:7]1[cH:8][n:9][cH:10][c:11]([C:13](=[O:14])[O-:15])[cH:12]1.[K+:2]. Reactants: C1(CC1)CC=1C=2N(C=CN1)C=C(N2)C2=CC=C(C=C2)F (8-cyclopropylmethyl-2-(4-fluorophenyl)imidazo[1,2-a]pyrazine), IC1=NC(=NC=C1)SC (4-iodo-2-(methylthio)pyrimidine), C(=O)([O-])[O-].[Cs+].[Cs+] (Cs2CO3), C1=CC=C(C=C1)P(C2=CC=CC=C2)C3=CC=CC=C3 (PPh3). The reagents and catalysts are CC(=O)[O-].CC(=O)[O-].[Pd+2] (Pd(OAc)2). The solvent is CN(C)C=O (DMF). Run at temperature 100 celsius. Product: C1(CC1)CC=1C=2N(C=CN1)C(=C(N2)C2=CC=C(C=C2)F)C2=NC(=NC=C2)SC (8-Cyclopropylmethyl-2-(4-fluorophenyl)-3-(2-methylsulfanylpyrimidin-4-yl)imidazo[1,2-a]pyrazine). Yield: 60.5%. Reaction SMILES: [CH:1]1([CH2:4][C:5]2[C:6]3[N:7]([CH:11]=[C:12]([C:14]4[CH:19]=[CH:18][C:17]([F:20])=[CH:16][CH:15]=4)[N:13]=3)[CH:8]=[CH:9][N:10]=2)[CH2:3][CH2:2]1.I[C:22]1[CH:27]=[CH:26][N:25]=[C:24]([S:28][CH3:29])[N:23]=1.C([O-])([O-])=O.[Cs+].[Cs+].C1C=CC(P(C2C=CC=CC=2)C2C=CC=CC=2)=CC=1>CC([O-])=O.CC([O-])=O.[Pd+2].CN(C=O)C>[CH:1]1([CH2:4][C:5]2[C:6]3[N:7]([C:11]([C:22]4[CH:27]=[CH:26][N:25]=[C:24]([S:28][CH3:29])[N:23]=4)=[C:12]([C:14]4[CH:15]=[CH:16][C:17]([F:20])=[CH:18][CH:19]=4)[N:13]=3)[CH:8]=[CH:9][N:10]=2)[CH2:2][CH2:3]1 |f:2.3.4,6.7.8|. Reported procedure: Into a flask were added 8-cyclopropylmethyl-2-(4-fluorophenyl)imidazo[1,2-a]pyrazine (5.84 g, 21.8 mmol), 4-iodo-2-(methylthio)pyrimidine (Frontier, 8.27 g, 32.8 mmol), Cs2CO3 (10.7 g, 32.8 mmol), PPh3 (2.29 g, 8.73 mmol), and DMF (50 mL). The mixture was degassed by bubbling Ar through it for about 5 min, before being charged with Pd(OAc)2 (0.981 g, 4.37 mmol) and heated at about 100° C. for about 18 h. The reaction was cooled to ambient temperature, the solvent was removed in vacuo, and the re... Starting materials: C1COCCO1, CCN(C(C)C)C(C)C, OC(c1cccc(S)c1)(C1CC1)C1CC1, Ic1ccc2c(ccc3nnc(-c4ccccc4)n32)c1, O=C(C=Cc1ccccc1)C=Cc1ccccc1, O=C(C=Cc1ccccc1)C=Cc1ccccc1, O=C(C=Cc1ccccc1)C=Cc1ccccc1, [Pd], [Pd], CC1(C)c2cccc(P(c3ccccc3)c3ccccc3)c2Oc2c(P(c3ccccc3)c3ccccc3)cccc21. The product is OC(c1cccc(Sc2ccc3c(ccc4nnc(-c5ccccc5)n43)c2)c1)(C1CC1)C1CC1. Reaction SMILES: [CH2:87]1[O:88][CH2:89][CH2:90][O:91][CH2:92]1.[CH:21]([N:22]([CH2:23][CH3:24])[CH:25]([CH3:26])[CH3:27])([CH3:28])[CH3:29].[CH:30]1([C:33]([OH:34])([c:35]2[cH:36][c:37]([SH:41])[cH:38][cH:39][cH:40]2)[CH:42]2[CH2:43][CH2:44]2)[CH2:31][CH2:32]1.[I:1][c:2]1[cH:3][c:4]2[cH:5][cH:6][c:7]3[n:8]([c:9]2[cH:10][cH:11]1)[c:12](-[c:15]1[cH:16][cH:17][cH:18][cH:19][cH:20]1)[n:13][n:14]3.[O:113]=[C:114]([CH:115]=[CH:116][c:117]1[cH:118][cH:119][cH:120][cH:121][cH:122]1)[CH:123]=[CH:124][c:125]1[cH:126][cH:127][cH:128][cH:129][cH:130]1.[O:131]=[C:132]([CH:133]=[CH:134][c:135]1[cH:136][cH:137][cH:138][cH:139][cH:140]1)[CH:141]=[CH:142][c:143]1[cH:144][cH:145][cH:146][cH:147][cH:148]1.[O:95]=[C:96]([CH:97]=[CH:98][c:99]1[cH:100][cH:101][cH:102][cH:103][cH:104]1)[CH:105]=[CH:106][c:107]1[cH:108][cH:109][cH:110][cH:111][cH:112]1.[Pd:93].[Pd:94].[c:45]1([P:46]([c:47]2[cH:48][cH:49][cH:50][cH:51][cH:52]2)[c:53]2[c:54]3[c:78]([cH:79][cH:80][cH:81]2)[C:75]([CH3:76])([CH3:77])[c:57]2[c:56]([c:61]([P:62]([c:63]4[cH:64][cH:65][cH:66][cH:67][cH:68]4)[c:69]4[cH:70][cH:71][cH:72][cH:73][cH:74]4)[cH:60][cH:59][cH:58]2)[O:55]3)[cH:82][cH:83][cH:84][cH:85][cH:86]1>>[c:2]1([S:41][c:37]2[cH:36][c:35]([C:33]([CH:30]3[CH2:31][CH2:32]3)([OH:34])[CH:42]3[CH2:43][CH2:44]3)[cH:40][cH:39][cH:38]2)[cH:3][c:4]2[cH:5][cH:6][c:7]3[n:8]([c:9]2[cH:10][cH:11]1)[c:12](-[c:15]1[cH:16][cH:17][cH:18][cH:19][cH:20]1)[n:13][n:14]3.